Dataset: the Open Reaction Database (ORD), a public repository of structured organic reaction records. Task: describe an organic reaction: reactants, conditions, products, and yield The reactants are O (water), C([O-])([O-])=O.[K+].[K+] (Potassium carbonate), N1(CCNCCC1)C(=O)OCC (ethyl 1-homopiperazinecarboxylate), C(C1=CC=CC=C1)Br (benzylbromide). Solvent: O1CCCC1 (tetrahydrofuran). Product: C(C1=CC=CC=C1)N1CCN(CCC1)C(=O)OCC (ethyl 4-benzylhomopiperazine-1-carboxylate). Yield: 80.9%. RXN SMILES: C(=O)([O-])[O-].[K+].[K+].[N:7]1([C:14]([O:16][CH2:17][CH3:18])=[O:15])[CH2:13][CH2:12][CH2:11][NH:10][CH2:9][CH2:8]1.[CH2:19](Br)[C:20]1[CH:25]=[CH:24][CH:23]=[CH:22][CH:21]=1.O>O1CCCC1>[CH2:19]([N:10]1[CH2:11][CH2:12][CH2:13][N:7]([C:14]([O:16][CH2:17][CH3:18])=[O:15])[CH2:8][CH2:9]1)[C:20]1[CH:25]=[CH:24][CH:23]=[CH:22][CH:21]=1 |f:0.1.2|. Procedure details: Potassium carbonate (0.80 g) was added to a solution of 0.86 g of ethyl 1-homopiperazinecarboxylate and 0.90 g of benzylbromide in 5 ml of tetrahydrofuran, and the mixture was refluxed for 4 hours. Thereafter, water was added, and the mixture was extracted with ethyl acetate, and the organic layer was washed with saturated aqueous solution of sodium chloride, dried over anhydrous sodium sulfate and concentrated under reduced pressure. The residue was subjected to silica gel column chromatography... The reactants are ClC1=NC(=C(C(=C1Cl)N[C@H](CO)C)Cl)Cl ((S)-2-(2,3,5,6-tetrachloro-pyridin-4-ylamino)-propan-1-ol), C([O-])([O-])=O.[K+].[K+] (potassium carbonate). Reagents/catalysts: [Pd] (palladium on carbon). Solvent: C(C)O (ethanol). Run at time 24 hour. Yields the product N1=CC=C(C=C1)N[C@H](CO)C ((S)-2-(Pyridin-4-ylamino)-propan-1-ol). The yield is 101.6%. Reaction SMILES: Cl[C:2]1[C:7](Cl)=[C:6]([NH:9][C@@H:10]([CH3:13])[CH2:11][OH:12])[C:5](Cl)=[C:4](Cl)[N:3]=1.C(=O)([O-])[O-].[K+].[K+]>[Pd].C(O)C>[N:3]1[CH:4]=[CH:5][C:6]([NH:9][C@@H:10]([CH3:13])[CH2:11][OH:12])=[CH:7][CH:2]=1 |f:1.2.3|. Reported procedure: A mixture of (S)-2-(2,3,5,6-tetrachloro-pyridin-4-ylamino)-propan-1-ol (6 g), 10% palladium on carbon (3 g), potassium carbonate (14.3 g) and ethanol (110 ml) was stirred under an atmosphere of hydrogen for 24 h. The reaction mixture was filtered through Harbolite™ and the filtrate was concentrated under reduced pressure to give the title compound as a white solid (3.2 g). The reactants are C(=S)=S (carbon disulfide), [OH-].[K+] (potassium hydroxide), C(C)O (ethanol), FC1=CC=C(OC2=CC(=CC=3NC(=NC32)C3=NC=CC=C3)OC=3C=NC=CC3)C=C1 (4-(4-Fluoro-phenoxy)-2-pyridin-2-yl-6-(pyridin-3-yloxy)-1H-benzimidazole). The solvent is C(C)(=O)OCC (ethyl acetate). Conditions: temperature 80 celsius, time 8 hour. The product is FC1=CC=C(OC2=CC(=CC=3NC(=NC32)S)OC=3C=NC=CC3)C=C1 (4-(4-fluoro-phenoxy)-6-(pyridin-3-yloxy)-1H-benzimidazole-2-thiol). RXN SMILES: [C:1](=[S:3])=S.[OH-].[K+].C(O)C.[F:9][C:10]1[CH:38]=[CH:37][C:13]([O:14][C:15]2[C:23]3[N:22]=C(C4C=CC=CN=4)[NH:20][C:19]=3[CH:18]=[C:17]([O:30][C:31]3[CH:32]=[N:33][CH:34]=[CH:35][CH:36]=3)[CH:16]=2)=[CH:12][CH:11]=1>C(OCC)(=O)C>[F:9][C:10]1[CH:38]=[CH:37][C:13]([O:14][C:15]2[C:23]3[N:22]=[C:1]([SH:3])[NH:20][C:19]=3[CH:18]=[C:17]([O:30][C:31]3[CH:32]=[N:33][CH:34]=[CH:35][CH:36]=3)[CH:16]=2)=[CH:12][CH:11]=1 |f:1.2|. Procedure details: 0.06 ml of carbon disulfide and 54 mg of potassium hydroxide were added to an ethanol (2.0 ml) solution of 273 mg of 3-(4-fluoro-phenoxy)-5-(pyridin-3-yloxy)-benzene-1,2-diamine obtained in Example 68, and the reaction liquid was stirred overnight at 80° C. The reaction liquid was diluted with ethyl acetate, washed with water and saturated saline in order, and dried with anhydrous magnesium sulfate. The solvent was evaporated away under reduced pressure to obtain the entitled compound. Starting materials: Cl.C(C)(C)NCC(=O)C1=CC(=C(C=C1)O)O (3,4-dihydroxyphenyl isopropylaminomethyl ketone hydrochloride), C1(=CC=CC2=CC=CC=C12)C(=O)Cl (1-naphthalenecarbonyl chloride). The product is C(C)(C)NCC(=O)C1=CC(=C(C=C1)OC(=O)C1=CC=CC2=CC=CC=C12)O (3-hydroxy-4-(1-naphthalenecarbonyloxy)phenyl isopropylaminomethyl ketone). RXN SMILES: Cl.[CH:2]([NH:5][CH2:6][C:7]([C:9]1[CH:14]=[CH:13][C:12]([OH:15])=[C:11]([OH:16])[CH:10]=1)=[O:8])([CH3:4])[CH3:3].[C:17]1([C:27](Cl)=[O:28])[C:26]2[C:21](=[CH:22][CH:23]=[CH:24][CH:25]=2)[CH:20]=[CH:19][CH:18]=1>>[CH:2]([NH:5][CH2:6][C:7]([C:9]1[CH:14]=[CH:13][C:12]([O:15][C:27]([C:17]2[C:26]3[C:21](=[CH:22][CH:23]=[CH:24][CH:25]=3)[CH:20]=[CH:19][CH:18]=2)=[O:28])=[C:11]([OH:16])[CH:10]=1)=[O:8])([CH3:4])[CH3:3] |f:0.1|. Procedure details: Following the procedure described above in Example 58A but using 3,4-dihydroxyphenyl isopropylaminomethyl ketone hydrochloride instead of 3,4-dihydroxyphenyl tert-butylaminomethyl ketone hydrochloride and 1-naphthalenecarbonyl chloride instead of isovaleryl chloride, there is obtained 3-hydroxy-4-(1-naphthalenecarbonyloxy)phenyl isopropylaminomethyl ketone; and by interaction of this base with hydrochloric acid there is obtained the hydrochloride salt. When this hydrochloride is catalytically hy... Starting materials: CN(CCN1C2=C(OCC1=O)C=C(C=C2)[N+](=O)[O-])C (4-(2-(dimethylamino)ethyl)-7-nitro-2H-benzo[b][1,4]oxazin-3(4H)-one). Reagents/catalysts: [Pd] (Pd—C). The solvent is C(C)O (ethanol). Conditions: time 2 hour. Product: NC=1C=CC2=C(OCC(N2CCN(C)C)=O)C1 (7-Amino-4-(2-(dimethylamino)ethyl)-2H-benzo[b][1,4]oxazin-3(4H)-one). Isolated yield 99.3%. As a reaction SMILES: [CH3:1][N:2]([CH3:19])[CH2:3][CH2:4][N:5]1[C:10](=[O:11])[CH2:9][O:8][C:7]2[CH:12]=[C:13]([N+:16]([O-])=O)[CH:14]=[CH:15][C:6]1=2>C(O)C.[Pd]>[NH2:16][C:13]1[CH:14]=[CH:15][C:6]2[N:5]([CH2:4][CH2:3][N:2]([CH3:1])[CH3:19])[C:10](=[O:11])[CH2:9][O:8][C:7]=2[CH:12]=1. Procedure: A solution of 4-(2-(dimethylamino)ethyl)-7-nitro-2H-benzo[b][1,4]oxazin-3(4H)-one (0.5 g, 1.884 mmol) in dry ethanol (5 mL) was treated with Pd—C (˜0.05 g) and purged with hydrogen gas. The flask was evacuated and purged with hydrogen gas (twice) and stirred at room temperature under hydrogen atm. (balloon pressure) for 2 hours. The reaction was filtered through a Celite bed and washed with methanol (3×10 mL). The combined organic layers were evaporated to obtain the crude title compound (0.44 g... The reactants are Cc1cc(C=NO)ccc1Br, [O-]Cl, Cl, [Na+], C1CCOC1. Yields the product Cc1cc(C(Cl)=NO)ccc1Br. RXN SMILES: [Br:1][c:2]1[c:3]([CH3:11])[cH:4][c:5]([CH:6]=[N:7][OH:8])[cH:9][cH:10]1.[Cl:13][O-:14].[ClH:12].[Na+:15].[O:16]1[CH2:17][CH2:18][CH2:19][CH2:20]1>>[Br:1][c:2]1[c:3]([CH3:11])[cH:4][c:5]([C:6](=[N:7][OH:8])[Cl:12])[cH:9][cH:10]1. Starting materials: ICCCCCCC1=C(C(=CC=C1)OCC1=CC=CC=C1)OCC1=CC=CC=C1 (1-(6-iodohexyl)-2,3-bis(phenylmethoxy)benzene), COC(C1=C(C=CC(=C1)O)O)=O (2,5-dihydroxybenzoic acid methyl ester), C([O-])([O-])=O.[K+].[K+] (potassium carbonate). The solvent is CC(=O)C (acetone). Yields the product COC(C1=C(C=CC(=C1)OCCCCCCC1=C(C(=CC=C1)OCC1=CC=CC=C1)OCC1=CC=CC=C1)O)=O (2-hydroxy-5-[6-[2,3-bis(phenylmethoxy)phenyl]hexyloxy]benzoic acid methyl ester). Isolated yield 38.9%. As a reaction SMILES: I[CH2:2][CH2:3][CH2:4][CH2:5][CH2:6][CH2:7][C:8]1[CH:13]=[CH:12][CH:11]=[C:10]([O:14][CH2:15][C:16]2[CH:21]=[CH:20][CH:19]=[CH:18][CH:17]=2)[C:9]=1[O:22][CH2:23][C:24]1[CH:29]=[CH:28][CH:27]=[CH:26][CH:25]=1.[CH3:30][O:31][C:32](=[O:41])[C:33]1[CH:38]=[C:37]([OH:39])[CH:36]=[CH:35][C:34]=1[OH:40].C(=O)([O-])[O-].[K+].[K+]>CC(C)=O>[CH3:30][O:31][C:32](=[O:41])[C:33]1[CH:38]=[C:37]([O:39][CH2:2][CH2:3][CH2:4][CH2:5][CH2:6][CH2:7][C:8]2[CH:13]=[CH:12][CH:11]=[C:10]([O:14][CH2:15][C:16]3[CH:21]=[CH:20][CH:19]=[CH:18][CH:17]=3)[C:9]=2[O:22][CH2:23][C:24]2[CH:29]=[CH:28][CH:27]=[CH:26][CH:25]=2)[CH:36]=[CH:35][C:34]=1[OH:40] |f:2.3.4|. Reported procedure: A mixture of 1.00 g of 1-(6-iodohexyl)-2,3-bis(phenylmethoxy)benzene, 0.34 g of 2,5-dihydroxybenzoic acid methyl ester and 1.0 g of potassium carbonate in 30 mL of acetone was stirred at reflux for 17 hours. Workup as in Example 16 and chromatography on 60 g of silica gel using 1% ethyl acetate-toluene gave 0.42 g (39% yield) of 2-hydroxy-5-[6-[2,3-bis(phenylmethoxy)phenyl]hexyloxy]benzoic acid methyl ester as an oil. Reactants: CN1CNC(C(C1)(C1=NC=CC=C1)C1=CC=CC=C1)=O (1,2,3,6-tetrahydro-1-methyl-5-phenyl-5-(2-pyridyl)-4(5H)-pyrimidinone), P12(=S)SP3(=S)SP(=S)(S1)SP(=S)(S2)S3 (phosphorus pentasulfide), O (water). As a reaction SMILES: [CH3:1][N:2]1[CH2:7][C:6]([C:14]2[CH:19]=[CH:18][CH:17]=[CH:16][CH:15]=2)([C:8]2[CH:13]=[CH:12][CH:11]=[CH:10][N:9]=2)[C:5](=O)[NH:4][CH2:3]1.P12(SP3(SP(SP(S3)(S1)=S)(=S)S2)=S)=[S:22].O>C1C=CC=CC=1>[CH3:1][N:2]1[CH2:7][C:6]([C:14]2[CH:19]=[CH:18][CH:17]=[CH:16][CH:15]=2)([C:8]2[CH:13]=[CH:12][CH:11]=[CH:10][N:9]=2)[C:5](=[S:22])[NH:4][CH2:3]1. Run in C1=CC=CC=C1 (benzene). Procedure: To a solution of 1,2,3,6-tetrahydro-1-methyl-5-phenyl-5-(2-pyridyl)-4(5H)-pyrimidinone in benzene is added 0.16 equivalent of phosphorus pentasulfide. The reaction mixture is heated gently for 30 minutes then water is added and the layers are separated. The aqueous layer is extracted again with benzene and the organic layers are combined, washed with water, dried (MgSO4) and concentrated in vacuo to give 1,2,3,6-tetrahydro-1-methyl-5-phenyl-5-(2-pyridyl)-4(5H)-pyrimidinethione. The product is CN1CNC(C(C1)(C1=NC=CC=C1)C1=CC=CC=C1)=S (1,2,3,6-tetrahydro-1-methyl-5-phenyl-5-(2-pyridyl)-4(5H)-pyrimidinethione).